This data is from the Open Reaction Database (ORD), a public repository of structured organic reaction records. The task is: describe an organic reaction: reactants, conditions, products, and yield The reactants are [H-].[Na+] (sodium hydride), CN1C(C2=C(NC3=C1C=CC=C3)N=CC=C2)=O (6,11-dihydro-6-methyl-5H-pyrido[2,3-b][1,5]benzodiazepin-5-one), C(C1=CC=CC=C1)N(CCCl)C (2-(N-benzyl-methylamino)-ethyl chloride). Run in CN(C=O)C (dimethylformamide). Run at temperature 60 celsius, time 45 minute. The product is C(C1=CC=CC=C1)N(CCN1C2=C(C(N(C3=C1C=CC=C3)C)=O)C=CC=N2)C (11-[2'-(N-benzyl-methylamino)-ethyl]-6,11-dihydro-6-methyl-5-H-pyrido [2,3-b][1,5]benzodiazepin-5-one). Isolated yield 75.2%. As a reaction SMILES: [CH3:1][N:2]1[C:8]2[CH:9]=[CH:10][CH:11]=[CH:12][C:7]=2[NH:6][C:5]2[N:13]=[CH:14][CH:15]=[CH:16][C:4]=2[C:3]1=[O:17].[H-].[Na+].[CH2:20]([N:27]([CH3:31])[CH2:28][CH2:29]Cl)[C:21]1[CH:26]=[CH:25][CH:24]=[CH:23][CH:22]=1>CN(C)C=O>[CH2:20]([N:27]([CH3:31])[CH2:28][CH2:29][N:6]1[C:7]2[CH:12]=[CH:11][CH:10]=[CH:9][C:8]=2[N:2]([CH3:1])[C:3](=[O:17])[C:4]2[CH:16]=[CH:15][CH:14]=[N:13][C:5]1=2)[C:21]1[CH:26]=[CH:25][CH:24]=[CH:23][CH:22]=1 |f:1.2|. Reported procedure: 18.1 gm (0.08 mol) of 6,11-dihydro-6-methyl-5H-pyrido[2,3-b][1,5]benzodiazepin-5-one were dissolved in 180 ml of dimethylformamide at room temperature, 2.88 gm (0.096 mol) of 80% sodium hydride in mineral oil were added to the solution, and the mixture was stirred at 60° C. for 45 minutes. Then, 17.7 gm (0.096 mol) of 2-(N-benzyl-methylamino)-ethyl chloride were added dropwise, and the resulting mixture was stirred at 120° C. for 30 minutes. After evaporation in vacuo, the residue was dissolved ...